Task: describe an organic reaction: reactants, conditions, products, and yield. Dataset: the Open Reaction Database (ORD), a public repository of structured organic reaction records Reactants: [Si](C)(C)(C)N=[N+]=[N-] (TMSN3), C(C1=CC=CC=C1)C1C(O1)CO ((3-Benzyloxiran-2-yl) methanol). The reagents and catalysts are CC(C)O[Ti](OC(C)C)(OC(C)C)OC(C)C (Ti(OiPr)4). Solvent: C1=CC=CC=C1 (benzene), C1=CC=CC=C1 (benzene). The product is N(=[N+]=[N-])C(C(CO)O)CC1=CC=CC=C1 (3-Azido-4-phenylbutane-1,2-diol). Yield: 95.2%. Reaction SMILES: [Si]([N:5]=[N+:6]=[N-:7])(C)(C)C.[CH2:8]([CH:15]1[O:17][CH:16]1[CH2:18][OH:19])[C:9]1[CH:14]=[CH:13][CH:12]=[CH:11][CH:10]=1>C1C=CC=CC=1.CC(O[Ti](OC(C)C)(OC(C)C)OC(C)C)C>[N:5]([CH:15]([CH2:8][C:9]1[CH:14]=[CH:13][CH:12]=[CH:11][CH:10]=1)[CH:16]([OH:17])[CH2:18][OH:19])=[N+:6]=[N-:7]. Procedure: A mixture of freshly distilled Ti(OiPr)4 (9.5 mL, 32.1 mmol) and TMSN3 (8.4 mL, 64.1 mmol) was refluxed in dry benzene (20 mL) under nitrogen for 5 h until the solution became clear. To this was added a solution of the epoxy alcohol 8 (3.5 g, 21.3 mmol) in 40 mL dry benzene. The resulting mixture was heated under reflux for 15 min, cooled to room temperature and the solvent was removed in vaccuo. The concentrate was diluted with 20 mL of diethyl ether and treated with 15 mL of aq. 5% H2SO4. The ...